Dataset: the Open Reaction Database (ORD), a public repository of structured organic reaction records. Task: describe an organic reaction: reactants, conditions, products, and yield Starting materials: C(C)C=1C=C(C=CC1)N(C#N)C (N-(m-ethylphenyl)-N-methylcyanamide), Cl.FC1=CC=C2C=CC=C(C2=C1)N (7-fluoro-1-aminonaphthalene hydrochloride). Run in ClCCl (dichloromethane). Run at temperature 160 celsius. Product: Cl.FC1=CC=C2C=CC=C(C2=C1)NC(=N)N(C)C1=CC(=CC=C1)CC (N-(7-fluoro-1-naphthyl)-N'-(m-ethylphenyl)-N'-methylguanidine hydrochloride). Isolated yield 53.1%. Reaction SMILES: [CH2:1]([C:3]1[CH:4]=[C:5]([N:9]([CH3:12])[C:10]#[N:11])[CH:6]=[CH:7][CH:8]=1)[CH3:2].[ClH:13].[F:14][C:15]1[CH:24]=[C:23]2[C:18]([CH:19]=[CH:20][CH:21]=[C:22]2[NH2:25])=[CH:17][CH:16]=1>ClCCl>[ClH:13].[F:14][C:15]1[CH:24]=[C:23]2[C:18]([CH:19]=[CH:20][CH:21]=[C:22]2[NH:25][C:10]([N:9]([C:5]2[CH:6]=[CH:7][CH:8]=[C:3]([CH2:1][CH3:2])[CH:4]=2)[CH3:12])=[NH:11])=[CH:17][CH:16]=1 |f:1.2,4.5|. Procedure details: A mixture of N-(m-ethylphenyl)-N-methylcyanamide (195 mg, 1.21 mmol) and 7-fluoro-1-aminonaphthalene hydrochloride (200 mg, 1.01 mmol) was heated in a preheated oil bath at 160° C. for 2.5 hours and then allowed to cool to room temperature. The resulting solid was taken up in dichloromethane and washed with 5% NAOH solution. The organic layer was concentrated and the resulting residue was treated at room temperature with 0.5M methanol-HCl solution (10 ml). It was concentrated and the resulting p... Reactants: [BH3-]C#N, O=C([O-])O, COC(=O)C1CCCCCCC1N, CO, CC(=O)O, O=Cc1ccc(F)cc1, [Na+], [Na+]. Yields the product COC(=O)C1CCCCCCC1NCc1ccc(F)cc1. Reaction SMILES: [C:23]([BH3-:24])#[N:25].[C:27](=[O:28])([OH:29])[O-:30].[CH3:1][O:2][C:3](=[O:4])[CH:5]1[CH:6]([NH2:13])[CH2:7][CH2:8][CH2:9][CH2:10][CH2:11][CH2:12]1.[CH3:32][OH:33].[CH3:34][C:35](=[O:36])[OH:37].[F:14][c:15]1[cH:16][cH:17][c:18]([CH:19]=[O:20])[cH:21][cH:22]1.[Na+:26].[Na+:31]>>[CH3:1][O:2][C:3](=[O:4])[CH:5]1[CH:6]([NH:13][CH2:19][c:18]2[cH:17][cH:16][c:15]([F:14])[cH:22][cH:21]2)[CH2:7][CH2:8][CH2:9][CH2:10][CH2:11][CH2:12]1. Reactants: CN1CCC(CC1)C(=O)O (1-methylpiperidine-4-carboxylic acid), S(=O)(Cl)Cl (thionyl chloride), C(C)NCC (diethyl amine). The product is C(C)N(C(=O)C1CCN(CC1)C)CC (N,N-diethyl-1-methylpiperidine-4-carboxamide). RXN SMILES: [CH3:1][N:2]1[CH2:7][CH2:6][CH:5]([C:8]([OH:10])=O)[CH2:4][CH2:3]1.S(Cl)(Cl)=O.[CH2:15]([NH:17][CH2:18][CH3:19])[CH3:16]>>[CH2:15]([N:17]([CH2:18][CH3:19])[C:8]([CH:5]1[CH2:4][CH2:3][N:2]([CH3:1])[CH2:7][CH2:6]1)=[O:10])[CH3:16]. Procedure details: reacting 1-methylpiperidine-4-carboxylic acid with thionyl chloride and diethyl amine to yield N,N-diethyl-1-methylpiperidine-4-carboxamide; RXN SMILES: [C:25](=[O:26])([O-:27])[O-:28].[CH2:19]([CH2:20][CH2:21][CH2:22][CH3:23])[I:24].[CH3:1][O:2][c:3]1[cH:4][cH:5][c:6]([C:9]([CH3:10])([CH3:11])[CH:12]2[NH:13][CH2:14][CH:15]=[C:16]([CH3:18])[CH2:17]2)[cH:7][cH:8]1.[CH3:31][N:32]([CH3:33])[CH:34]=[O:35].[K+:29].[K+:30].[OH2:36]>>[CH3:1][O:2][c:3]1[cH:4][cH:5][c:6]([C:9]([CH3:10])([CH3:11])[CH:12]2[N:13]([CH2:19][CH2:20][CH2:21][CH2:22][CH3:23])[CH2:14][CH:15]=[C:16]([CH3:18])[CH2:17]2)[cH:7][cH:8]1. Starting materials: O=C([O-])[O-], CCCCCI, COc1ccc(C(C)(C)C2CC(C)=CCN2)cc1, CN(C)C=O, [K+], [K+], O. Yields the product CCCCCN1CC=C(C)CC1C(C)(C)c1ccc(OC)cc1. Reactants: CCN=C=NCCCN(C)C (EDCI), C(C)OC(C(CCC(=O)O)NC(=O)OCC1=CC=CC=C1)=O (2-benzyloxycarbonylamino-pentanedioic acid 1-ethyl ester), C(C)OC([C@@H](N)CO)=O (serine ethyl ester). The solvent is C(C)#N (acetonitrile), C(C)#N (acetonitrile). Run at time 10 minute. The product is C(C)OC(C(CCC(NC(CO)C(=O)OCC)=O)NC(=O)OCC1=CC=CC=C1)=O (2-benzyloxycarbonylamino-4-(1-ethoxycarbonyl-2-hydroxy-ethylcarbamoyl)-butyric acid ethyl ester). The yield is 118.9%. RXN SMILES: [CH2:1]([O:3][C:4](=[O:22])[CH:5]([NH:11][C:12]([O:14][CH2:15][C:16]1[CH:21]=[CH:20][CH:19]=[CH:18][CH:17]=1)=[O:13])[CH2:6][CH2:7][C:8]([OH:10])=O)[CH3:2].CCN=C=NCCCN(C)C.[CH2:34]([O:36][C:37](=[O:42])[C@H:38]([CH2:40][OH:41])[NH2:39])[CH3:35]>C(#N)C>[CH2:1]([O:3][C:4](=[O:22])[CH:5]([NH:11][C:12]([O:14][CH2:15][C:16]1[CH:21]=[CH:20][CH:19]=[CH:18][CH:17]=1)=[O:13])[CH2:6][CH2:7][C:8](=[O:10])[NH:39][CH:38]([C:37]([O:36][CH2:34][CH3:35])=[O:42])[CH2:40][OH:41])[CH3:2]. Procedure details: A suspension of acid (3) (7.6 g, 24.57 mmol) in dry acetonitrile (80 ml) was stirred under nitrogen at room temperature and Hobt (4 g, 29.6 mmol, 1.2 equiv.) was added. Stirring was continued for 10 min., and EDCI (5.1 g, 26.6 mmol, 1.1 equiv.) was added. The resulting mixture was stirred for 1.5 hrs and serine ethyl ester free base (3.27 g, 24.57 mmol, 1 equiv.) in acetonitrile (20 ml) was added. Stirring was continued at room temperature for 3 hrs. The solvent was removed in a rotary evaporato... Reactants: Cl.COC1=CC=C(C=2CC(OC21)(C)C)C=2C(C(N(N2)C2CCNCC2)=O)(C)C (5-(7-methoxy-2,2-dimethyl-2,3-dihydro-1-benzofuran-4-yl)-4,4-dimethyl-2-(piperidin-4-yl)-2,4-dihydro-3H-pyrazol-3-one hydrochloride), Cl.COC1=CC=C(C=2CC(OC21)(C)C)C=2C(C(N(N2)C2CCNCC2)=O)(C)C (5-(7-methoxy-2,2-dimethyl-2,3-dihydro-1-benzofuran-4-yl)-4,4-dimethyl-2-(piperidin-4-yl)-2,4-dihydro-3H-pyrazol-3-one hydrochloride), C(#N)C1=C(C=CC=C1)S(=O)(=O)Cl (2-cyanobenzenesulfonyl chloride). The product is COC1=CC=C(C=2CC(OC21)(C)C)C2=NN(C(C2(C)C)=O)C2CCN(CC2)S(=O)(=O)C2=C(C#N)C=CC=C2 (2-({4-[3-(7-methoxy-2,2-dimethyl-2,3-dihydro-1-benzofuran-4-yl)-4,4-dimethyl-5-oxo-4,5-dihydro-1H-pyrazol-1-yl]piperidin-1-yl}sulfonyl)benzonitrile). Reaction SMILES: Cl.[CH3:2][O:3][C:4]1[C:12]2[O:11][C:10]([CH3:14])([CH3:13])[CH2:9][C:8]=2[C:7]([C:15]2[C:16]([CH3:28])([CH3:27])[C:17](=[O:26])[N:18]([CH:20]3[CH2:25][CH2:24][NH:23][CH2:22][CH2:21]3)[N:19]=2)=[CH:6][CH:5]=1.[C:29]([C:31]1[CH:36]=[CH:35][CH:34]=[CH:33][C:32]=1[S:37](Cl)(=[O:39])=[O:38])#[N:30]>>[CH3:2][O:3][C:4]1[C:12]2[O:11][C:10]([CH3:14])([CH3:13])[CH2:9][C:8]=2[C:7]([C:15]2[C:16]([CH3:28])([CH3:27])[C:17](=[O:26])[N:18]([CH:20]3[CH2:25][CH2:24][N:23]([S:37]([C:32]4[CH:33]=[CH:34][CH:35]=[CH:36][C:31]=4[C:29]#[N:30])(=[O:39])=[O:38])[CH2:22][CH2:21]3)[N:19]=2)=[CH:6][CH:5]=1 |f:0.1|. Reported procedure: The title compound is prepared analogously as described for GP1 using 5-(7-methoxy-2,2-dimethyl-2,3-dihydro-1-benzofuran-4-yl)-4,4-dimethyl-2-(piperidin-4-yl)-2,4-dihydro-3H-pyrazol-3-one hydrochloride (compound B5*HCl) and 2-cyanobenzenesulfonyl chloride as starting compounds. The crude product is purified by crystallization from methanol to yield the title compound. Reactants: C[S-], Cl, O=Cc1ccc(F)c(F)c1, [Na+], CN(C)C=O. RXN SMILES: [CH3:11][S-:12].[ClH:14].[F:1][c:2]1[cH:3][c:4]([CH:5]=[O:6])[cH:7][cH:8][c:9]1[F:10].[Na+:13].[O:15]=[CH:16][N:17]([CH3:18])[CH3:19]>>[F:1][c:2]1[cH:3][c:4]([CH:5]=[O:6])[cH:7][cH:8][c:9]1[S:12][CH3:11]. Yields the product CSc1ccc(C=O)cc1F. Reactants: ClC=1N=C2N(C3=C(NC4=C2C=CC=C4)N=CC=C3)C1C1=CC=C(C=C1)C1(CCC1)NC(OC(C)(C)C)=O (tert-butyl {1-[4-(2-chloro-9H-imidazo[1,2-d]pyrido[2,3-b][1,4]benzodiazepin-3-yl)phenyl]cyclobutyl}carbamate), OCC1=CC=C(C=C1)B(O)O ([4-(hydroxymethyl)phenyl]boronic acid), C(=O)([O-])[O-].[Na+].[Na+] (Na2CO3). The reagents and catalysts are CC(C)(C)P(C1=CC=C(C=C1)N(C)C)C(C)(C)C.CC(C)(C)P(C1=CC=C(C=C1)N(C)C)C(C)(C)C.Cl[Pd]Cl (bis(di-tert-butyl(4-dimethylaminophenyl)phosphine)dichloropalladium(II)). Run in CN(C)C=O (DMF), CCOC(=O)C (AcOEt). The product is C(C)(C)(C)OC(NC1(CCC1)C1=CC=C(C=C1)C1=C(N=C2N1C1=C(NC3=C2C=CC=C3)N=CC=C1)C1=CC=C(C=C1)CO)=O (tert-butyl[1-(4-{2-[4-(hydroxymethyl)phenyl]-9H-imidazo[1,2-d]pyrido[2,3-b][1,4]benzodiazepin-3-yl}phenyl)cyclobutyl]carbamate). Isolated yield 26.4%. RXN SMILES: Cl[C:2]1[N:3]=[C:4]2[C:10]3[CH:11]=[CH:12][CH:13]=[CH:14][C:9]=3[NH:8][C:7]3[N:15]=[CH:16][CH:17]=[CH:18][C:6]=3[N:5]2[C:19]=1[C:20]1[CH:25]=[CH:24][C:23]([C:26]2([NH:30][C:31](=[O:37])[O:32][C:33]([CH3:36])([CH3:35])[CH3:34])[CH2:29][CH2:28][CH2:27]2)=[CH:22][CH:21]=1.[OH:38][CH2:39][C:40]1[CH:45]=[CH:44][C:43](B(O)O)=[CH:42][CH:41]=1.C([O-])([O-])=O.[Na+].[Na+]>CN(C=O)C.CCOC(C)=O.CC(P(C(C)(C)C)C1C=CC(N(C)C)=CC=1)(C)C.CC(P(C(C)(C)C)C1C=CC(N(C)C)=CC=1)(C)C.Cl[Pd]Cl>[C:33]([O:32][C:31](=[O:37])[NH:30][C:26]1([C:23]2[CH:24]=[CH:25][C:20]([C:19]3[N:5]4[C:6]5[CH:18]=[CH:17][CH:16]=[N:15][C:7]=5[NH:8][C:9]5[CH:14]=[CH:13][CH:12]=[CH:11][C:10]=5[C:4]4=[N:3][C:2]=3[C:43]3[CH:44]=[CH:45][C:40]([CH2:39][OH:38])=[CH:41][CH:42]=3)=[CH:21][CH:22]=2)[CH2:29][CH2:28][CH2:27]1)([CH3:34])([CH3:36])[CH3:35] |f:2.3.4,7.8.9|. Reported procedure: A mixture of tert-butyl {1-[4-(2-chloro-9H-imidazo[1,2-d]pyrido[2,3-b][1,4]benzodiazepin-3-yl)phenyl]cyclobutyl}carbamate (50 mg, 0.097 mmol), [4-(hydroxymethyl)phenyl]boronic acid (30 mg, 0.20 mmol), bis(di-tert-butyl(4-dimethylaminophenyl)phosphine)dichloropalladium(II) (7 mg, 0.01 mmol), and 2M Na2CO3 aq. (0.097 mL, 0.20 mmol) in DMF (1.5 mL) was treated with microwave (160° C. for 1 hour). The mixture was diluted with AcOEt, washed with water (×3), brine, dried over Na2SO4, then filtrated th... Reactants: ClC1=C(OC2=NC(=NC=C2)NCCCO)C=CC(=C1)[N+](=O)[O-] (3-[4-(2-chloro-4-nitro-phenoxy)-pyrimidin-2-ylamino]-propan-1-ol). Reagents/catalysts: [Pd] (palladium). Run in C(C)(=O)OCC (ethyl acetate). Yields the product NC1=CC(=C(OC2=NC(=NC=C2)NCCCO)C=C1)Cl (3-[4-(4-amino-2-chloro-phenoxy)-pyrimidin-2-ylamino]-propan-1-ol). The yield is 56.2%. Reaction SMILES: [Cl:1][C:2]1[CH:19]=[C:18]([N+:20]([O-])=O)[CH:17]=[CH:16][C:3]=1[O:4][C:5]1[CH:10]=[CH:9][N:8]=[C:7]([NH:11][CH2:12][CH2:13][CH2:14][OH:15])[N:6]=1>C(OCC)(=O)C.[Pd]>[NH2:20][C:18]1[CH:17]=[CH:16][C:3]([O:4][C:5]2[CH:10]=[CH:9][N:8]=[C:7]([NH:11][CH2:12][CH2:13][CH2:14][OH:15])[N:6]=2)=[C:2]([Cl:1])[CH:19]=1. Reported procedure: A solution of 1.00 g (3.08 mmol) 3-[4-(2-chloro-4-nitro-phenoxy)-pyrimidin-2-ylamino]-propan-1-ol in a mixture of 30 ml ethyl acetate was hydrogenated over 200 mg palladium on barium sulphate for 10 h. The catalyst was filtered off and the filtrate evaporated. The obtained oil was dissolved in ethyl acetate and purified by chromatography on silica (ethyl acetate) to give 510 mg (56%) of 3-[4-(4-amino-2-chloro-phenoxy)-pyrimidin-2-ylamino]-propan-1-ol as colorless oil.